This data is from the Open Reaction Database (ORD), a public repository of structured organic reaction records. The task is: describe an organic reaction: reactants, conditions, products, and yield Starting materials: O=C1NC(=O)c2ccccc21, CC(C)=O, N#CC(CF)(CCCCI)N1C(=O)c2ccccc2C1=O, [K], CN(C)C=O. Yields the product N#CC(CF)(CCCCN1C(=O)c2ccccc2C1=O)N1C(=O)c2ccccc2C1=O. Reaction SMILES: [C:27]1(=[O:37])[c:28]2[c:29]([cH:33][cH:34][cH:35][cH:36]2)[C:30](=[O:32])[NH:31]1.[CH3:39][C:40](=[O:41])[CH3:42].[F:1][CH2:2][C:3]([C:4]#[N:5])([CH2:6][CH2:7][CH2:8][CH2:9][I:10])[N:11]1[C:12](=[O:21])[c:13]2[c:14]([cH:17][cH:18][cH:19][cH:20]2)[C:15]1=[O:16].[K:38].[O:22]=[CH:23][N:24]([CH3:25])[CH3:26]>>[F:1][CH2:2][C:3]([C:4]#[N:5])([CH2:6][CH2:7][CH2:8][CH2:9][N:31]1[C:27](=[O:37])[c:28]2[c:29]([cH:33][cH:34][cH:35][cH:36]2)[C:30]1=[O:32])[N:11]1[C:12](=[O:21])[c:13]2[c:14]([cH:17][cH:18][cH:19][cH:20]2)[C:15]1=[O:16]. The reactants are O (Water), C(#N)C=1C=CC2=C(C3C(C(O2)(C)C)O3)C1 (6-cyano-3,4-dihydro-2,2-dimethyl-3,4-epoxy-2H-1-benzopyran), COC1=CC(NC1)=O (4-methoxy-3-pyrrolin-2-one), [H-].[Na+] (sodium hydride). Run in C(C)OCC (diethylether). Conditions: time 5 hour. Product: C(#N)C=1C=CC2=C([C@H]([C@@H](C(O2)(C)C)O)N2C(C=C(C2)OC)=O)C1 (6-cyano-3,4-dihydro-2,2-dimethyl-trans-3-hydroxy-4-(4-methoxy-2-oxo-3-pyrrolin-1-yl)-2H-1-benzopyran). The yield is 17.1%. RXN SMILES: [C:1]([C:3]1[CH:4]=[CH:5][C:6]2[O:11][C:10]([CH3:13])([CH3:12])[CH:9]3[O:14][CH:8]3[C:7]=2[CH:15]=1)#[N:2].[CH3:16][O:17][C:18]1[CH2:22][NH:21][C:20](=[O:23])[CH:19]=1.[H-].[Na+].O>C(OCC)C>[C:1]([C:3]1[CH:4]=[CH:5][C:6]2[O:11][C:10]([CH3:13])([CH3:12])[C@@H:9]([OH:14])[C@H:8]([N:21]3[CH2:22][C:18]([O:17][CH3:16])=[CH:19][C:20]3=[O:23])[C:7]=2[CH:15]=1)#[N:2] |f:2.3|. Reported procedure: A solution of 6-cyano-3,4-dihydro-2,2-dimethyl-3,4-epoxy-2H-1-benzopyran (15 g) and 4-methoxy-3-pyrrolin-2-one (8.5 g) in dimethylsufoxide (40 ml) was stirred and sodium hydride (80% dispersion in oil, 2.2 g) was added. The mixture was stirred at room temperature for 5 hours. Water (50 ml) was slowly added, and the resulting solution extracted with ethyl acetate (2×50 ml). After drying the organic layer with sodium sulfate the solvent was removed under reduced pressure and the residual oil chrom... The reactants are COC=1C=C2C(=NC=NC2=CC1OC)OC=1C=C(N)C=CC1 (3-(6,7-dimethoxyquinazolin-4-yloxy)aniline), ClC1=CC=C(C=C1)N=C=O (4-chlorophenyl isocyanate). The solvent is C1CCOC1 (THF). Conditions: temperature 80 celsius. Product: ClC1=CC=C(C=C1)NC(=O)NC1=CC(=CC=C1)OC1=NC=NC2=CC(=C(C=C12)OC)OC (1-(4-chlorophenyl)-3-(3-(6,7-dimethoxyquinazolin-4-yloxy)phenyl)urea). Reaction SMILES: [CH3:1][O:2][C:3]1[CH:4]=[C:5]2[C:10](=[CH:11][C:12]=1[O:13][CH3:14])[N:9]=[CH:8][N:7]=[C:6]2[O:15][C:16]1[CH:17]=[C:18]([CH:20]=[CH:21][CH:22]=1)[NH2:19].[Cl:23][C:24]1[CH:29]=[CH:28][C:27]([N:30]=[C:31]=[O:32])=[CH:26][CH:25]=1>C1COCC1>[Cl:23][C:24]1[CH:29]=[CH:28][C:27]([NH:30][C:31]([NH:19][C:18]2[CH:20]=[CH:21][CH:22]=[C:16]([O:15][C:6]3[C:5]4[C:10](=[CH:11][C:12]([O:13][CH3:14])=[C:3]([O:2][CH3:1])[CH:4]=4)[N:9]=[CH:8][N:7]=3)[CH:17]=2)=[O:32])=[CH:26][CH:25]=1. Procedure details: In a sealed reaction vessel, 3-(6,7-dimethoxyquinazolin-4-yloxy)aniline from Example 113A (100 mg, 0.34 mmol) was dissolved in 10 mL of dry THF. To this solution was added 4-chlorophenyl isocyanate (61 mg, 0.4 mmol). The reaction was heated to 80° C. for 2 hours. The solution was then concentrated to dryness and purified by silica gel chromatography eluting with an ethyl acetate/dichloromethane gradient 5-30% over 16 column volumes. The major peak was concentrated and recrystallized with ethyl a... Starting materials: ClCCl (dichloromethane), di-tert-butyl Bicarbonate, FC1=CC=C(C=C1)[C@H]1[C@@H](CNCC1)CO ([(3S,4R)-4-(4-fluorophenyl)piperidine-3-yl]methanol), C([O-])([O-])=O.[Na+].[Na+] (sodium carbonate), ClCCl (dichloromethane). The solvent is O (water), O (water). Conditions: time 30 minute. The product is FC1=CC=C(C=C1)[C@H]1[C@@H](CN(CC1)C(=O)OC(C)(C)C)CO (tert-butyl (3S,4R)-4-(4-fluorophenyl)-3-(hydroxymethyl)piperidine-1-carboxylate). Yield: 184.7%. As a reaction SMILES: [F:1][C:2]1[CH:7]=[CH:6][C:5]([C@@H:8]2[CH2:13][CH2:12][NH:11][CH2:10][C@H:9]2[CH2:14][OH:15])=[CH:4][CH:3]=1.[C:16](=[O:19])([O-])[O-:17].[Na+].[Na+].ClCCl>O>[F:1][C:2]1[CH:7]=[CH:6][C:5]([C@@H:8]2[CH2:13][CH2:12][N:11]([C:16]([O:17][C:5]([CH3:8])([CH3:6])[CH3:4])=[O:19])[CH2:10][C@H:9]2[CH2:14][OH:15])=[CH:4][CH:3]=1 |f:1.2.3|. Reported procedure: To a mixture of [(3S,4R)-4-(4-fluorophenyl)piperidine-3-yl]methanol (3.0 g, 14 mmol), sodium carbonate (6.1 g, 57 mmol), dichloromethane (40 mL) and water (40 mL) was added di-tert-butyl Bicarbonate (3.8 g, 17 mmol) under ice cooling, followed by stirring at the same temperature for 30 minutes. The reaction mixture was added to a mixed solution of dichloromethane and water, and the organic layer was separated. The organic layer was washed with brine and dried over anhydrous magnesium sulfate, an... Starting materials: CN, Cn1cc(C(=O)Cl)c([N+](=O)[O-])n1, O. Product: CNC(=O)c1cn(C)nc1[N+](=O)[O-]. Reaction SMILES: [CH3:1][NH2:2].[CH3:3][n:4]1[n:5][c:6]([N+:12](=[O:13])[O-:14])[c:7]([C:9](=[O:10])[Cl:11])[cH:8]1.[OH2:15]>>[CH3:1][NH:2][C:9]([c:7]1[c:6]([N+:12](=[O:13])[O-:14])[n:5][n:4]([CH3:3])[cH:8]1)=[O:10]. The product is C(C)OC1=C(C(=C(C=C1)C=1[Te]C=CC1)F)F (2-(4-ethoxy-2,3-difluorophenyl)tellurophene). Procedure: A mixture of 10.0 g (38.7 mmol) of 2-bromotellurophene, 8.0 g (39.6 mmol) of 4-ethoxy-2,3-difluorophenylboronic acid, 3.5 g (3.0 mmol) of tetrakis-(triphenylphosphine)palladium(0) and 100 ml of 2 N sodium carbonate soln. in 200 ml of toluene/ethanol (1:1) is heated under reflux for 1.5 h. After cooling, the organic phase is separated off, and the aqueous phase is extracted with toluene. The combined organic phases are washed with sat. sodium hydrogencarbonate soln., 1 N hydrochloric acid and sat... Reactants: BrC=1[Te]C=CC1 (2-bromotellurophene), C(C)OC1=C(C(=C(C=C1)B(O)O)F)F (4-ethoxy-2,3-difluorophenylboronic acid), tetrakis-(triphenylphosphine)palladium(0), C([O-])([O-])=O.[Na+].[Na+] (sodium carbonate). Solvent: C1(=CC=CC=C1)C.C(C)O (toluene ethanol). RXN SMILES: Br[C:2]1[Te:3][CH:4]=[CH:5][CH:6]=1.[CH2:7]([O:9][C:10]1[CH:15]=[CH:14][C:13](B(O)O)=[C:12]([F:19])[C:11]=1[F:20])[CH3:8].C(=O)([O-])[O-].[Na+].[Na+]>C1(C)C=CC=CC=1.C(O)C>[CH2:7]([O:9][C:10]1[CH:15]=[CH:14][C:13]([C:2]2[Te:3][CH:4]=[CH:5][CH:6]=2)=[C:12]([F:19])[C:11]=1[F:20])[CH3:8] |f:2.3.4,5.6|.